From a dataset of the Open Reaction Database (ORD), a public repository of structured organic reaction records. describe an organic reaction: reactants, conditions, products, and yield The reactants are COC1=CC=C(CN2N=NN=C2C(=O)[O-])C=C1.[K+] (Potassium 1-(4-methoxybenzyl)-1H-tetrazole-5-carboxylate), N1=CC=CC=C1 (pyridine), C(C(=O)Cl)(=O)Cl (Oxalyl chloride). The solvent is C1(=CC=CC=C1)C (toluene). Run at temperature 15 celsius, time 1 hour. Yields the product COC1=CC=C(CN2N=NN=C2C(=O)Cl)C=C1 (1-(4-methoxybenzyl)-1H-tetrazole-5-carbonyl chloride). RXN SMILES: [CH3:1][O:2][C:3]1[CH:17]=[CH:16][C:6]([CH2:7][N:8]2[C:12]([C:13]([O-])=[O:14])=[N:11][N:10]=[N:9]2)=[CH:5][CH:4]=1.[K+].N1C=CC=CC=1.C(Cl)(=O)C([Cl:28])=O>C1(C)C=CC=CC=1>[CH3:1][O:2][C:3]1[CH:17]=[CH:16][C:6]([CH2:7][N:8]2[C:12]([C:13]([Cl:28])=[O:14])=[N:11][N:10]=[N:9]2)=[CH:5][CH:4]=1 |f:0.1|. Reported procedure: Potassium 1-(4-methoxybenzyl)-1H-tetrazole-5-carboxylate (10.0 g) and pyridine (1.8 ml) were stirred together in dry toluene (140 ml) at 10° C. Oxalyl chloride (30.7 ml) was added, and the mixture was stirred at 15° C. for 1 hour. The mixture was filtered and the residual solid was washed with dry toluene (100 ml). The filtrate and washings were combined and evaporated in vacuo to give crude 1-(4-methoxybenzyl)-1H-tetrazole-5-carbonyl chloride, which was used immediately in the next stage. The reactants are Oc1ccc(Cl)cc1Br, O=C([O-])[O-], CCC(CC)c1ccc(-c2ccco2)c2nc(Cl)n(C)c12, [K+], [K+], O. Yields the product CCC(CC)c1ccc(-c2ccco2)c2nc(Oc3ccc(Cl)cc3Br)n(C)c12. RXN SMILES: [Br:22][c:23]1[c:24]([OH:30])[cH:25][cH:26][c:27]([Cl:29])[cH:28]1.[C:31](=[O:32])([O-:33])[O-:34].[Cl:1][c:2]1[n:3][c:4]2[c:5]([n:6]1[CH3:7])[c:8]([CH:17]([CH2:18][CH3:19])[CH2:20][CH3:21])[cH:9][cH:10][c:11]2-[c:12]1[o:13][cH:14][cH:15][cH:16]1.[K+:35].[K+:36].[OH2:37]>>[c:2]1([O:30][c:24]2[c:23]([Br:22])[cH:28][c:27]([Cl:29])[cH:26][cH:25]2)[n:3][c:4]2[c:5]([n:6]1[CH3:7])[c:8]([CH:17]([CH2:18][CH3:19])[CH2:20][CH3:21])[cH:9][cH:10][c:11]2-[c:12]1[o:13][cH:14][cH:15][cH:16]1. Yields the product ClC=1C=NC=2N(C1)N=C(N2)CC=2C(OC(CC2O)(CCC2=CC(=C(C=C2)C(C)O)F)C2CCCC2)=O (3-(6-Chloro-[1,2,4]triazolo[1,5-a]pyrimidin-2-ylmethyl)-6-cyclopentyl-6-{2-[3-fluoro-4-(1-hydroxy-ethyl)-phenyl]-ethyl}-4-hydroxy-5,6-dihydro-pyran-2-one). RXN SMILES: [Cl:1][C:2]1[CH:3]=[N:4][C:5]2[N:6]([N:8]=[C:9]([CH:11]=O)[N:10]=2)[CH:7]=1.CC1C=C(C)N2N=C(C=O)N=C2N=1.[CH:26]1([C:31]2([CH2:39][CH2:40][C:41]3[CH:46]=[CH:45][C:44]([CH:47]([OH:49])[CH3:48])=[C:43]([F:50])[CH:42]=3)[O:36][C:35](=[O:37])[CH2:34][C:33](=[O:38])[CH2:32]2)[CH2:30][CH2:29][CH2:28][CH2:27]1.ClC1C=C(CCC2(C3CCCC3)OC(=O)CC(=O)C2)C=C(CC)C=1OC>>[Cl:1][C:2]1[CH:3]=[N:4][C:5]2[N:6]([N:8]=[C:9]([CH2:11][C:34]3[C:35](=[O:37])[O:36][C:31]([CH:26]4[CH2:27][CH2:28][CH2:29][CH2:30]4)([CH2:39][CH2:40][C:41]4[CH:46]=[CH:45][C:44]([CH:47]([OH:49])[CH3:48])=[C:43]([F:50])[CH:42]=4)[CH2:32][C:33]=3[OH:38])[N:10]=2)[CH:7]=1. Procedure details: The title compound was prepared analogously to Example B(97) where where 6-Chloro-[1,2,4]triazolo[1,5-a]pyrimidine-2-carbaldehyde was substituted in place of 5,7-Dimethyl-[1,2,4]triazolo[1,5-a]pyrimidine-2-carbaldehyde and 6-Cyclopentyl-6-{2-[3-fluoro-4-(1-hydroxy-ethyl)-phenyl]-ethyl}-dihydro-pyran-2,4-dione (Example B(115) (was substituted in place of 6-[2-(3-Chloro-5-ethyl-4-methoxy-phenyl)-ethyl]6-cyclopentyl-dihydro-pyran-2,4-dione of that example. Starting materials: ClC=1C=NC=2N(C1)N=C(N2)C=O (6-Chloro-[1,2,4]triazolo[1,5-a]pyrimidine-2-carbaldehyde), ClC=1C=C(C=C(C1OC)CC)CCC1(CC(CC(O1)=O)=O)C1CCCC1 (6-[2-(3-Chloro-5-ethyl-4-methoxy-phenyl)-ethyl]6-cyclopentyl-dihydro-pyran-2,4-dione), CC1=NC=2N(C(=C1)C)N=C(N2)C=O (5,7-Dimethyl-[1,2,4]triazolo[1,5-a]pyrimidine-2-carbaldehyde), C1(CCCC1)C1(CC(CC(O1)=O)=O)CCC1=CC(=C(C=C1)C(C)O)F (6-Cyclopentyl-6-{2-[3-fluoro-4-(1-hydroxy-ethyl)-phenyl]-ethyl}-dihydro-pyran-2,4-dione). Starting materials: N#CC1(c2cccc(C(=O)O)c2)CC1, CCN=C=NCCCN(C)C, CN(C)c1ccncc1, Cl, Nc1cccc(Oc2ccc([N+](=O)[O-])cc2)c1, c1ccncc1. The product is N#CC1(c2cccc(C(=O)Nc3cccc(Oc4ccc([N+](=O)[O-])cc4)c3)c2)CC1. Reaction SMILES: [C:18](#[N:19])[C:20]1([c:23]2[cH:24][c:25]([C:26](=[O:27])[OH:28])[cH:29][cH:30][cH:31]2)[CH2:21][CH2:22]1.[CH2:33]([N:34]=[C:35]=[N:36][CH2:37][CH2:38][CH2:39][N:40]([CH3:41])[CH3:42])[CH3:43].[CH3:44][N:45]([CH3:46])[c:47]1[cH:48][cH:49][n:50][cH:51][cH:52]1.[ClH:32].[N+:1](=[O:2])([O-:3])[c:4]1[cH:5][cH:6][c:7]([O:8][c:9]2[cH:10][c:11]([NH2:12])[cH:13][cH:14][cH:15]2)[cH:16][cH:17]1.[cH:53]1[cH:54][cH:55][n:56][cH:57][cH:58]1>>[N+:1](=[O:2])([O-:3])[c:4]1[cH:5][cH:6][c:7]([O:8][c:9]2[cH:10][c:11]([NH:12][C:26]([c:25]3[cH:24][c:23]([C:20]4([C:18]#[N:19])[CH2:21][CH2:22]4)[cH:31][cH:30][cH:29]3)=[O:27])[cH:13][cH:14][cH:15]2)[cH:16][cH:17]1. Product: O=C1NC(Cc2cc(F)cc(F)c2)C(C2CC(O)CN2C(c2ccccc2)c2ccccc2)O1. Reactants: [BH4-], CC(C)(C)OC(=O)N1CCOCC1C(=O)O, C1CCOC1, CO, CCN(C(C)C)C(C)C, O=C([O-])CCCl, C=CCOC1CC(C2OC(=O)NC2Cc2cc(F)cc(F)c2)N(C(c2ccccc2)c2ccccc2)C1, [Na+], CC(C)(C)OC(=O)N1CCOCC1CO. RXN SMILES: [BH4-:84].[C:53]([O:54][C:55]([N:56]1[CH2:57][CH2:58][O:59][CH2:60][CH:61]1[C:62]([OH:63])=[O:64])=[O:65])([CH3:66])([CH3:67])[CH3:68].[CH2:86]1[O:87][CH2:88][CH2:89][CH2:90]1.[CH3:91][OH:92].[CH:69]([N:70]([CH2:71][CH3:72])[CH:73]([CH3:74])[CH3:75])([CH3:76])[CH3:77].[Cl:78][CH2:79][CH2:80][C:81]([O-:82])=[O:83].[F:1][c:2]1[cH:3][c:4]([CH2:5][CH:6]2[NH:7][C:8](=[O:33])[O:9][CH:10]2[CH:11]2[N:12]([CH:20]([c:21]3[cH:22][cH:23][cH:24][cH:25][cH:26]3)[c:27]3[cH:28][cH:29][cH:30][cH:31][cH:32]3)[CH2:13][CH:14]([O:16][CH2:17][CH:18]=[CH2:19])[CH2:15]2)[cH:34][c:35]([F:37])[cH:36]1.[Na+:85].[OH:38][CH2:39][CH:40]1[N:41]([C:42]([O:43][C:44]([CH3:45])([CH3:46])[CH3:47])=[O:48])[CH2:49][CH2:50][O:51][CH2:52]1>>[F:1][c:2]1[cH:3][c:4]([CH2:5][CH:6]2[NH:7][C:8](=[O:33])[O:9][CH:10]2[CH:11]2[N:12]([CH:20]([c:21]3[cH:22][cH:23][cH:24][cH:25][cH:26]3)[c:27]3[cH:28][cH:29][cH:30][cH:31][cH:32]3)[CH2:13][CH:14]([OH:16])[CH2:15]2)[cH:34][c:35]([F:37])[cH:36]1. Reactants: N#N (N2), C(=O)([O-])[O-].[Na+].[Na+] (Na2CO3), NC1=NC=NN2C1=C(C(=C2Br)COC)C2=CC(=C(C=C2)NC(=O)NC2=C(C=CC(=C2)C(F)(F)F)F)F (1-{4-[4-amino-7-bromo-6-(methoxymethyl)pyrrolo[2,1-f][1,2,4]triazin-5-yl]-2-fluorophenyl}-3-[2-fluoro-5-(trifluoromethyl)phenyl]urea), C(C)(C)(C)OC(=O)N1CCC(=CC1)B1OC(C(O1)(C)C)(C)C (tert-butyl-4-(4,4,5,5-tetramethyl-1,3,2-dioxaborolan-2-yl)-3,6-dihydropyridine-1(2H)-carboxylate). The solvent is O1CCOCC1 (1,4-dioxane). Reaction conditions: time 8 hour. Product: NC1=NC=NN2C1=C(C(=C2C=2CCN(CC2)C(=O)OC(C)(C)C)COC)C2=CC(=C(C=C2)NC(NC2=C(C=CC(=C2)C(F)(F)F)F)=O)F (tert-butyl 4-{4-amino-5-[3-fluoro-4-({[2-fluoro-5-(trifluoromethyl)phenyl]carbamoyl}amino)phenyl]-6-(methoxymethyl)pyrrolo[2,1-f][1,2,4]triazin-7-yl}-3,6-dihydropyridine-1(2H)-carboxylate). Isolated yield 88.2%. Reaction SMILES: N#N.[NH2:3][C:4]1[C:9]2=[C:10]([C:17]3[CH:22]=[CH:21][C:20]([NH:23][C:24]([NH:26][C:27]4[CH:32]=[C:31]([C:33]([F:36])([F:35])[F:34])[CH:30]=[CH:29][C:28]=4[F:37])=[O:25])=[C:19]([F:38])[CH:18]=3)[C:11]([CH2:14][O:15][CH3:16])=[C:12](Br)[N:8]2[N:7]=[CH:6][N:5]=1.[C:39]([O:43][C:44]([N:46]1[CH2:51][CH:50]=[C:49](B2OC(C)(C)C(C)(C)O2)[CH2:48][CH2:47]1)=[O:45])([CH3:42])([CH3:41])[CH3:40].C([O-])([O-])=O.[Na+].[Na+]>O1CCOCC1>[NH2:3][C:4]1[C:9]2=[C:10]([C:17]3[CH:22]=[CH:21][C:20]([NH:23][C:24](=[O:25])[NH:26][C:27]4[CH:32]=[C:31]([C:33]([F:36])([F:35])[F:34])[CH:30]=[CH:29][C:28]=4[F:37])=[C:19]([F:38])[CH:18]=3)[C:11]([CH2:14][O:15][CH3:16])=[C:12]([C:49]3[CH2:50][CH2:51][N:46]([C:44]([O:43][C:39]([CH3:42])([CH3:41])[CH3:40])=[O:45])[CH2:47][CH:48]=3)[N:8]2[N:7]=[CH:6][N:5]=1 |f:3.4.5|. Procedure: To a flask charged with N2 was added 1-{4-[4-amino-7-bromo-6-(methoxymethyl)pyrrolo[2,1-f][1,2,4]triazin-5-yl]-2-fluorophenyl}-3-[2-fluoro-5-(trifluoromethyl)phenyl]urea (Intermediate AAC, Step 1) (500 mg, 0.875 mmol, 1.0 eq) and tert-butyl-4-(4,4,5,5-tetramethyl-1,3,2-dioxaborolan-2-yl)-3,6-dihydropyridine-1(2H)-carboxylate (677 mg, 2.19 mmol, 2.5 eq) followed by 1,4-dioxane (5 mL). Nitrogen was bubbled through the solution for 15 min and then 2M Na2CO3 (6 eq) was added. Nitrogen again bubbled ... Reactants: C(=O)(OC(C)(C)C)N1CC(C1)COS(=O)(=O)C (1-Boc-3-methylsulfonyloxymethyl-azetidine), [N+](=O)([O-])C=1C=C(C=C(C1)C(F)(F)F)O (3-nitro-5-trifluoromethyl-phenol), C(=O)([O-])[O-].[K+].[K+] (K2CO3). Run in CN(C)C=O (DMF), C(=O)(O)[O-].[Na+] (NaHCO3), CCOC(=O)C (EtOAc). Reaction conditions: time 8 hour. Product: C(=O)(OC(C)(C)C)N1CC(C1)COC1=CC(=CC(=C1)C(F)(F)F)[N+](=O)[O-] (1-Boc-3-(3-nitro-5-trifluoromethyl-phenoxymethyl)-azetidine). RXN SMILES: [C:1]([N:8]1[CH2:11][CH:10]([CH2:12][O:13]S(C)(=O)=O)[CH2:9]1)([O:3][C:4]([CH3:7])([CH3:6])[CH3:5])=[O:2].[N+:18]([C:21]1[CH:22]=[C:23](O)[CH:24]=[C:25]([C:27]([F:30])([F:29])[F:28])[CH:26]=1)([O-:20])=[O:19].C([O-])([O-])=O.[K+].[K+]>CN(C=O)C.C([O-])(O)=O.[Na+].CCOC(C)=O>[C:1]([N:8]1[CH2:11][CH:10]([CH2:12][O:13][C:23]2[CH:24]=[C:25]([C:27]([F:29])([F:30])[F:28])[CH:26]=[C:21]([N+:18]([O-:20])=[O:19])[CH:22]=2)[CH2:9]1)([O:3][C:4]([CH3:7])([CH3:6])[CH3:5])=[O:2] |f:2.3.4,6.7|. Procedure: A mixture of 1-Boc-3-methylsulfonyloxymethyl-azetidine (1.47 g), 3-nitro-5-trifluoromethyl-phenol (1.15 g) and K2CO3 (1.15 g) in DMF (20 ml) at 80° C. was stirred overnight. The reaction was cooled to RT and diluted with 25 mL of sat. NaHCO3 and 50 mL of EtOAc. The organic phase was separated and washed with brine (25 mL), dried over Na2SO4 and concentrated in vacuo. The crude compound was purified by column chromatography (50% EtOAc/hex). Starting materials: Cl.N1=CC=C(C=C1)SC1=CC=C(C=O)C=C1 (4-(4-pyridylthio)benzaldehyde hydrochloride), C(CC)(=O)[O-].[Na+] (sodium propionate). Run in C(CC)(=O)OC(CC)=O (propionic anhydride). Conditions: time 5 hour. Yields the product Cl.CC(C(=O)O)=CC1=CC=C(C=C1)SC1=CC=NC=C1 (2-methyl-3-[4-(4-pyridylthio)phenyl]propenoic acid hydrochloride). The yield is 55.6%. As a reaction SMILES: [ClH:1].[N:2]1[CH:7]=[CH:6][C:5]([S:8][C:9]2[CH:16]=[CH:15][C:12]([CH:13]=O)=[CH:11][CH:10]=2)=[CH:4][CH:3]=1.[C:17]([O-:21])(=[O:20])[CH2:18][CH3:19].[Na+]>C(OC(=O)CC)(=O)CC>[ClH:1].[CH3:19][C:18](=[CH:13][C:12]1[CH:15]=[CH:16][C:9]([S:8][C:5]2[CH:6]=[CH:7][N:2]=[CH:3][CH:4]=2)=[CH:10][CH:11]=1)[C:17]([OH:21])=[O:20] |f:0.1,2.3,5.6|. Procedure details: A mixture of 5 g of 4-(4-pyridylthio)benzaldehyde hydrochloride, 4 g of sodium propionate and 50 ml of propionic anhydride was stirred for 5 hours at a temperature of 150° to 155° C. and concentrated under reduced pressure. Water was added to the mixture which was then heated to precipitate crystals. The resulting crystals were separated by filtration, washed with water and converted into the corresponding hydrochloride by treatment with methanolic hydrogen chloride. The resulting hydrochloride ... Starting materials: Cl.O1COC2=C1C=CC(=C2)C2=CC=1N(C(N(C(C1S2)=O)C2CCNCC2)=O)CC2=NC(=NO2)CC (6-(1,3-benzodioxol-5-yl)-1-[(3-ethyl-1,2,4-oxadiazol-5-yl)methyl]-3-(piperidin-4-yl)thieno[3,2-d]pyrimidine-2,4(1H,3H)-dione hydrochloride), C(C)OC1=CC=2[C@@H]3[C@H](N=C(C2C=C1OC)C1=CC=C(C(=O)O)C=C1)CCSC3 (4-[(4aR,10bR)-9-ethoxy-8-methoxy-3,4,4a,10b-tetrahydro-1H-thiopyrano[4,3-c]isoquinolin-6-yl]benzoic acid), C=1C=CC2=C(C1)N=NN2O (HOBt), CCN=C=NCCCN(C)C (EDCI), CCN=C=NCCCN(C)C (EDCI). The solvent is CN(C)C=O (DMF). Product: O1COC2=C1C=CC(=C2)C2=CC=1N(C(N(C(C1S2)=O)C2CCN(CC2)C(=O)C2=CC=C(C=C2)C2=N[C@H]1[C@@H](C=3C=C(C(=CC23)OC)OCC)CSCC1)=O)CC1=NC(=NO1)CC (6-(1,3-benzodioxol-5-yl)-3-[1-({4-[(4aR,10bR)-9-ethoxy-8-methoxy-3,4,4a,10b-tetrahydro-1H-thiopyrano[4,3-c]isoquinolin-6-yl]phenyl}carbonyl)piperidin-4-yl]-1-[(3-ethyl-1,2,4-oxadiazol-5-yl)methyl]thieno[3,2-d]pyrimidine-2,4(1H,3H)-dione). Conditions: time 48 hour. Reaction SMILES: Cl.[O:2]1[C:6]2[CH:7]=[CH:8][C:9]([C:11]3[S:19][C:18]4[C:17](=[O:20])[N:16]([CH:21]5[CH2:26][CH2:25][NH:24][CH2:23][CH2:22]5)[C:15](=[O:27])[N:14]([CH2:28][C:29]5[O:33][N:32]=[C:31]([CH2:34][CH3:35])[N:30]=5)[C:13]=4[CH:12]=3)=[CH:10][C:5]=2[O:4][CH2:3]1.[CH2:36]([O:38][C:39]1[C:48]([O:49][CH3:50])=[CH:47][C:46]2[C:45]([C:51]3[CH:59]=[CH:58][C:54]([C:55](O)=[O:56])=[CH:53][CH:52]=3)=[N:44][C@@H:43]3[CH2:60][CH2:61][S:62][CH2:63][C@@H:42]3[C:41]=2[CH:40]=1)[CH3:37].C1C=CC2N(O)N=NC=2C=1.CCN=C=NCCCN(C)C>CN(C=O)C>[O:2]1[C:6]2[CH:7]=[CH:8][C:9]([C:11]3[S:19][C:18]4[C:17](=[O:20])[N:16]([CH:21]5[CH2:26][CH2:25][N:24]([C:55]([C:54]6[CH:58]=[CH:59][C:51]([C:45]7[C:46]8[CH:47]=[C:48]([O:49][CH3:50])[C:39]([O:38][CH2:36][CH3:37])=[CH:40][C:41]=8[C@H:42]8[CH2:63][S:62][CH2:61][CH2:60][C@H:43]8[N:44]=7)=[CH:52][CH:53]=6)=[O:56])[CH2:23][CH2:22]5)[C:15](=[O:27])[N:14]([CH2:28][C:29]5[O:33][N:32]=[C:31]([CH2:34][CH3:35])[N:30]=5)[C:13]=4[CH:12]=3)=[CH:10][C:5]=2[O:4][CH2:3]1 |f:0.1|. Procedure: To a solution of 6-(1,3-benzodioxol-5-yl)-1-[(3-ethyl-1,2,4-oxadiazol-5-yl)methyl]-3-(piperidin-4-yl)thieno[3,2-d]pyrimidine-2,4(1H,3H)-dione hydrochloride (232 mg; compound B86) and 4-[(4aR,10bR)-9-ethoxy-8-methoxy-3,4,4a,10b-tetrahydro-1H-thiopyrano[4,3-c]isoquinolin-6-yl]benzoic acid (191 mg; compound C10) in DMF (10 ml) is added HOBt (74 mg) and EDCI (92 mg) and the reaction mixture is stirred at RT for 48 h. One additional equivalent of EDCI (92 mg) is added in order to complete the reactio...